This data is from the Open Reaction Database (ORD), a public repository of structured organic reaction records. The task is: describe an organic reaction: reactants, conditions, products, and yield Reported procedure: Raney-Ni (1.5 ml) was added to an EtOH (30 ml) solution of the 2-((2S)-1-methyl-5-thioxopyrrolidin-2-yl)ethanenitrile (940 mg, 6.1 mmols), and the mixture was heated for 24 hours under reflux (upon TCL, the starting materials had not completely disappeared). The inorganic matter was filtered off, and then the solvent was distilled off under reduced pressure. The residue was subjected to silica gel column chromatography (SiO2 40 g, MeOH—CHCl3 1:9 v/v) to obtain 2-((2S)-1-methylpyrrolidin-2-yl)eth... RXN SMILES: [CH3:1][N:2]1[C:6](=S)[CH2:5][CH2:4][C@H:3]1[CH2:8][C:9]#[N:10]>[Ni].CCO>[CH3:1][N:2]1[CH2:6][CH2:5][CH2:4][C@H:3]1[CH2:8][C:9]#[N:10]. The reagents and catalysts are [Ni] (Ni). Reactants: CN1[C@@H](CCC1=S)CC#N (2-((2S)-1-methyl-5-thioxopyrrolidin-2-yl)ethanenitrile). Product: CN1[C@@H](CCC1)CC#N (2-((2S)-1-methylpyrrolidin-2-yl)ethanenitrile). The solvent is CCO (EtOH). As a reaction SMILES: [Br:18][c:19]1[cH:20][c:21]([F:29])[c:22]([S:25](=[O:26])(=[O:27])[Cl:28])[cH:23][cH:24]1.[CH3:1][CH:2]1[CH2:3][N:4]([c:9]2[cH:10][cH:11][c:12]([O:16][CH3:17])[c:13]([NH2:14])[cH:15]2)[CH2:5][CH:6]([CH3:8])[NH:7]1.[Cl:30][CH2:31][Cl:32]>>[CH3:1][CH:2]1[CH2:3][N:4]([c:9]2[cH:10][cH:11][c:12]([O:16][CH3:17])[c:13]([NH:14][S:25]([c:22]3[c:21]([F:29])[cH:20][c:19]([Br:18])[cH:24][cH:23]3)(=[O:26])=[O:27])[cH:15]2)[CH2:5][CH:6]([CH3:8])[NH:7]1. Reactants: O=S(=O)(Cl)c1ccc(Br)cc1F, COc1ccc(N2CC(C)NC(C)C2)cc1N, ClCCl. The product is COc1ccc(N2CC(C)NC(C)C2)cc1NS(=O)(=O)c1ccc(Br)cc1F. Procedure: A solution of the benzylidenerhodanine of Example 10 in 46 ml. of 15% NaOH is refluxed for 0.75 hour, cooled, and poured into dilute HCl. The resulting tan precipitate is collected and air-dried. Two recrystallizations from methanol (charcoal) give 8-methoxy-1-oxo-1H-2-benzothiopyran-3-carboxylic acid as a pale yellow solid, m.p. 275° (dec.). Product: COC1=CC=CC=2C=C(SC(C21)=O)C(=O)O (8-methoxy-1-oxo-1H-2-benzothiopyran-3-carboxylic acid). As a reaction SMILES: [C:1]([C:4]1[C:17]([O:18][CH3:19])=[CH:16][CH:15]=[CH:14][C:5]=1[CH:6]=[C:7]1[S:11]C(=S)N[C:8]1=[O:13])([OH:3])=O.[OH-:20].[Na+].Cl>>[CH3:19][O:18][C:17]1[C:4]2[C:1](=[O:3])[S:11][C:7]([C:8]([OH:20])=[O:13])=[CH:6][C:5]=2[CH:14]=[CH:15][CH:16]=1 |f:1.2|. Reactants: C(=O)(O)C1=C(C=C2C(NC(S2)=S)=O)C=CC=C1OC (5-(2-carboxy-3-methoxybenzylidene)rhodanine), [OH-].[Na+] (NaOH), Cl (HCl).